This data is from the Open Reaction Database (ORD), a public repository of structured organic reaction records. The task is: describe an organic reaction: reactants, conditions, products, and yield Reactants: 4-nitro, S(O)(O)(=O)=O (sulfuric acid), CC1=[N+](C(=CC=C1)C)[O-] (2,6-dimethylpyridine N-oxide), [N+](=O)(O)[O-] (nitric acid). The product is CC1=NC(=CC(=C1)[N+](=O)[O-])C (2,6-dimethyl-4-nitropyridine). Reaction SMILES: [CH3:1][C:2]1[CH:7]=[CH:6][CH:5]=[C:4]([CH3:8])[N+:3]=1[O-].[N+:10]([O-])([OH:12])=[O:11].S(=O)(=O)(O)O>>[CH3:1][C:2]1[CH:7]=[C:6]([N+:10]([O-:12])=[O:11])[CH:5]=[C:4]([CH3:8])[N:3]=1. Procedure details: The 4-nitro substituted starting material is prepared by contacting 2,6-dimethylpyridine N-oxide with nitric acid and sulfuric acid thereby forming the 2,6-dimethyl-4-nitropyridine. The N-oxide is reduced to the pyridine compound with phosphorous trichloride and then oxidized to the 4-nitropyridine 2,6-dicarboxylic acid with potassium permanganate.